From a dataset of the Open Reaction Database (ORD), a public repository of structured organic reaction records. describe an organic reaction: reactants, conditions, products, and yield The reactants are FC(C[C@H](N)CO)(C)C (4-fluoroleucinol), C1=CC=NC=C1.F (HF-pyridine), 4,5-Dehydroleucine, CC(C[C@@H]1NC(OC1)=O)=C ((4S)-4-(2-methylprop-2-enyl)-1,3-oxazolidin-2-one). Product: FC(C[C@@H]1NC(OC1)=O)(C)C ((4S)-4-(2-fluoro-2-methylpropyl)-1,3-oxazolidin-2-one). As a reaction SMILES: [F:1][C:2]([CH3:9])([CH3:8])[CH2:3][C@@H:4]([CH2:6][OH:7])[NH2:5].CC(=C)C[C@H]1C[O:16][C:15](=O)N1.C1C=CN=CC=1.F>>[F:1][C:2]([CH3:9])([CH3:8])[CH2:3][C@H:4]1[CH2:6][O:7][C:15](=[O:16])[NH:5]1 |f:2.3|. Procedure: The 4-fluoroleucinol can also be synthesized according to Scheme 8. 4,5-Dehydroleucine is converted to (4S)-4-(2-methylprop-2-enyl)-1,3-oxazolidin-2-one as described in the scheme below. This intermediate is then treated with a hydrofluorination reagent such as HF-pyridine to give (4S)-4-(2-fluoro-2-methylpropyl)-1,3-oxazolidin-2-one. Basic hydrolysis (i.e. Ba(OH)2 or NaOH) then affords (2S)-2-amino-4-fluoro-4-methylpentan-1-ol. Reactants: C1(C(CCCCCC1)=O)=O (cyclooctane-1,2-dione), COP(OC)(=O)CC(=O)C1=C(C=CC(=C1)F)C(F)(F)F ([2-(5-Fluoro-2-trifluoromethyl-phenyl)-2-oxo-ethyl]-phosphonic acid dimethyl ester), O.NN (hydrazine monohydrate). Product: FC=1C=CC(=C(C1)C1=CC2=C(N=N1)CCCCCC2)C(F)(F)F (3-(5-Fluoro-2-trifluoromethyl-phenyl)-5,6,7,8,9,10-hexahydro-cycloocta[c]pyridazine). As a reaction SMILES: [C:1]1(=O)[CH2:8][CH2:7][CH2:6][CH2:5][CH2:4][CH2:3][C:2]1=O.COP([CH2:17][C:18]([C:20]1[CH:25]=[C:24]([F:26])[CH:23]=[CH:22][C:21]=1[C:27]([F:30])([F:29])[F:28])=O)(=O)OC.O.[NH2:32][NH2:33]>>[F:26][C:24]1[CH:23]=[CH:22][C:21]([C:27]([F:30])([F:29])[F:28])=[C:20]([C:18]2[N:33]=[N:32][C:2]3[CH2:3][CH2:4][CH2:5][CH2:6][CH2:7][CH2:8][C:1]=3[CH:17]=2)[CH:25]=1 |f:2.3|. Reported procedure: yellow oil. MS (EI): 324.2 (M+). Prepared from cyclooctane-1,2-dione, [2-(5-Fluoro-2-trifluoromethyl-phenyl)-2-oxo-ethyl]-phosphonic acid dimethyl ester, hydrazine monohydrate. Starting materials: C1(=CC=CC=C1)/C(=C(\CC)/C1=CC=CC=C1)/C1=CC=C(C=C1)C=CC(=O)O (3-[4-(Z)-(1,2-diphenylbut-1-enyl)phenyl]-acrylic acid), FC1=CC=C(C=C1)CS(=O)(=O)N ([(4-fluorophenyl)methyl]-sulfonamide). The product is C1(=CC=CC=C1)C(=C(CC)C1=CC=CC=C1)C1=CC=C(C=C1)C=CC(=O)NS(=O)(=O)CC1=CC=C(C=C1)F (N-{3-[4-(1,2-diphenyl-but-1-enyl)-phenyl]-acryloyl}-(4-fluoro-phenyl)-methanesulfonamide). As a reaction SMILES: [C:1]1(/[C:7](/[C:17]2[CH:22]=[CH:21][C:20]([CH:23]=[CH:24][C:25](O)=[O:26])=[CH:19][CH:18]=2)=[C:8](/[C:11]2[CH:16]=[CH:15][CH:14]=[CH:13][CH:12]=2)\[CH2:9][CH3:10])[CH:6]=[CH:5][CH:4]=[CH:3][CH:2]=1.[F:28][C:29]1[CH:34]=[CH:33][C:32]([CH2:35][S:36]([NH2:39])(=[O:38])=[O:37])=[CH:31][CH:30]=1>>[C:1]1([C:7]([C:17]2[CH:22]=[CH:21][C:20]([CH:23]=[CH:24][C:25]([NH:39][S:36]([CH2:35][C:32]3[CH:31]=[CH:30][C:29]([F:28])=[CH:34][CH:33]=3)(=[O:37])=[O:38])=[O:26])=[CH:19][CH:18]=2)=[C:8]([C:11]2[CH:16]=[CH:15][CH:14]=[CH:13][CH:12]=2)[CH2:9][CH3:10])[CH:2]=[CH:3][CH:4]=[CH:5][CH:6]=1. Reported procedure: Prepared by coupling 1a and [(4-fluorophenyl)methyl]-sulfonamide (Synlett, 1997, 375) in accordance with Procedure 1, Method B described hereinabove. Yield (32%); 1H NMR (d6-DMSO) δ 11.63 (br s, 1H), 7.53 (d, J=15.7 Hz, 1H), 7.40–7.10 (m, 16H), 6.87 (d, J=8.1 Hz, 2H), 6.41 (d, J=15.7 Hz, 1H), 4.72 (s, 2H), 2.37 (q, J=7.4 Hz, 2H), 0.83 (t, J=7.4 Hz, 3H); APcI m/z: 526 (M+H+). Reactants: ClCCl, CC(C)C(O)c1ccc(C#N)cc1. The product is CC(C)C(=O)c1ccc(C#N)cc1. Reaction SMILES: [Cl:14][CH2:15][Cl:16].[OH:1][CH:2]([CH:3]([CH3:4])[CH3:5])[c:6]1[cH:7][cH:8][c:9]([C:10]#[N:11])[cH:12][cH:13]1>>[O:1]=[C:2]([CH:3]([CH3:4])[CH3:5])[c:6]1[cH:7][cH:8][c:9]([C:10]#[N:11])[cH:12][cH:13]1. Reactants: C1(=CC=CC=C1)C=1NC(=C(N1)C(C(C)C)O)C (2-phenyl-4-(1-hydroxy-2-methylpropyl)-5-methyl-1H-imidazole), C(Cl)(Cl)Cl (chloroform). The solvent is S(=O)(Cl)Cl (thionyl chloride). Yields the product Cl.C1(=CC=CC=C1)C=1NC(=C(N1)C(C(C)C)Cl)C (2-Phenyl-5-methyl-4-(1-chloro-2-methylpropyl)-1H-imidazole hydrochloride). As a reaction SMILES: [C:1]1([C:7]2[NH:8][C:9]([CH3:17])=[C:10]([CH:12](O)[CH:13]([CH3:15])[CH3:14])[N:11]=2)[CH:6]=[CH:5][CH:4]=[CH:3][CH:2]=1.C(Cl)(Cl)[Cl:19]>S(Cl)(Cl)=O>[ClH:19].[C:1]1([C:7]2[NH:8][C:9]([CH3:17])=[C:10]([CH:12]([Cl:19])[CH:13]([CH3:15])[CH3:14])[N:11]=2)[CH:6]=[CH:5][CH:4]=[CH:3][CH:2]=1 |f:3.4|. Reported procedure: 27 g of 2-phenyl-4-(1-hydroxy-2-methylpropyl)-5-methyl-1H-imidazole are dissolved in 700 ml of chloroform with 44 ml of thionyl chloride (SOCl2) and refluxed for 5 hours. 2-Phenyl-5-methyl-4-(1-chloro-2-methylpropyl)-1H-imidazole hydrochloride is isolated in quantitative yield.